This data is from the Open Reaction Database (ORD), a public repository of structured organic reaction records. The task is: describe an organic reaction: reactants, conditions, products, and yield The reactants are CN(C)C=O, [Cl-], CCOC(CCl)OCC, [NH4+], [Na], O, Oc1cc(O)cc(Cl)c1. Yields the product CCOC(COc1cc(O)cc(Cl)c1)OCC. As a reaction SMILES: [CH3:23][N:24]([CH3:25])[CH:26]=[O:27].[Cl-:20].[Cl:11][CH2:12][CH:13]([O:14][CH2:15][CH3:16])[O:17][CH2:18][CH3:19].[NH4+:21].[Na:1].[OH2:22].[OH:2][c:3]1[cH:4][c:5]([OH:10])[cH:6][c:7]([Cl:9])[cH:8]1>>[O:2]([c:3]1[cH:4][c:5]([OH:10])[cH:6][c:7]([Cl:9])[cH:8]1)[CH2:12][CH:13]([O:14][CH2:15][CH3:16])[O:17][CH2:18][CH3:19]. The reactants are CC(C)(C)OC(=O)OC(C)(C)C, CCN(C(C)C)C(C)C, C1CCOC1, CO, Cl, NCc1ccc(S(N)(=O)=O)cc1, [Na+], CCC1CO1, [OH-]. The product is Cl, CCC(O)CNCc1ccc(S(N)(=O)=O)cc1. Reaction SMILES: [C:30](=[O:31])([O:32][C:33]([CH3:34])([CH3:35])[CH3:36])[O:37][C:38]([CH3:39])([CH3:40])[CH3:41].[CH2:14]([N:15]([CH:16]([CH3:17])[CH3:18])[CH:19]([CH3:20])[CH3:21])[CH3:22].[CH2:42]1[O:43][CH2:44][CH2:45][CH2:46]1.[CH3:47][OH:48].[ClH:1].[NH2:2][CH2:3][c:4]1[cH:5][cH:6][c:7]([S:10](=[O:11])(=[O:12])[NH2:13])[cH:8][cH:9]1.[Na+:29].[O:23]1[CH2:24][CH:25]1[CH2:26][CH3:27].[OH-:28]>>[ClH:1].[NH:2]([CH2:3][c:4]1[cH:5][cH:6][c:7]([S:10](=[O:11])(=[O:12])[NH2:13])[cH:8][cH:9]1)[CH2:24][CH:25]([OH:23])[CH2:26][CH3:27]. The reactants are CN(C)C(=O)c1ccc(N)cc1, CCO, FC(F)(F)c1ccc2c(Cl)ccnc2c1, Cl, [Na+], [OH-]. Product: CN(C)C(=O)c1ccc(Nc2ccnc3cc(C(F)(F)F)ccc23)cc1. Reaction SMILES: [CH3:1][N:2]([C:3]([c:4]1[cH:5][cH:6][c:7]([NH2:10])[cH:8][cH:9]1)=[O:11])[CH3:12].[CH3:31][CH2:32][OH:33].[Cl:13][c:14]1[cH:15][cH:16][n:17][c:18]2[cH:19][c:20]([C:24]([F:25])([F:26])[F:27])[cH:21][cH:22][c:23]12.[ClH:28].[Na+:30].[OH-:29]>>[CH3:1][N:2]([C:3]([c:4]1[cH:5][cH:6][c:7]([NH:10][c:14]2[cH:15][cH:16][n:17][c:18]3[cH:19][c:20]([C:24]([F:25])([F:26])[F:27])[cH:21][cH:22][c:23]23)[cH:8][cH:9]1)=[O:11])[CH3:12]. Reactants: C(CCCCCCCCCCCCCCC)SCC(COC(C1=CC=CC=C1)(C1=CC=CC=C1)C1=CC=CC=C1)N1N=C(N=N1)C (1-hexadecylthio-2-(5-methyl-2H-tetrazol-2-yl)-3-triphenylmethoxypropane), O.C1(=CC=C(C=C1)S(=O)(=O)O)C (p-toluene sulfonic acid monohydrate), CC=1N=NN(N1)C(CO)COC(C1=CC=CC=C1)(C1=CC=CC=C1)C1=CC=CC=C1 (2-(5-methyl-2H-tetrazol-2-yl)-3-triphenylmethoxypropanol). The solvent is CO.O1CCCC1 (methanol tetrahydrofurane). Product: C(CCCCCCCCCCCCCCC)SCC(CO)N1N=C(N=N1)C (3-hexadecylthio-2-(5-methyl-2H-tetrazol-2-yl)propanol). RXN SMILES: [CH2:1]([S:17][CH2:18][CH:19]([N:41]1[N:45]=[N:44][C:43]([CH3:46])=[N:42]1)[CH2:20][O:21]C(C1C=CC=CC=1)(C1C=CC=CC=1)C1C=CC=CC=1)[CH2:2][CH2:3][CH2:4][CH2:5][CH2:6][CH2:7][CH2:8][CH2:9][CH2:10][CH2:11][CH2:12][CH2:13][CH2:14][CH2:15][CH3:16].O.C1(C)C=CC(S(O)(=O)=O)=CC=1.CC1N=NN(C(COC(C2C=CC=CC=2)(C2C=CC=CC=2)C2C=CC=CC=2)CO)N=1>CO.O1CCCC1>[CH2:1]([S:17][CH2:18][CH:19]([N:41]1[N:45]=[N:44][C:43]([CH3:46])=[N:42]1)[CH2:20][OH:21])[CH2:2][CH2:3][CH2:4][CH2:5][CH2:6][CH2:7][CH2:8][CH2:9][CH2:10][CH2:11][CH2:12][CH2:13][CH2:14][CH2:15][CH3:16] |f:1.2,4.5|. Procedure: Using 10.2 g of crude 1-hexadecylthio-2-(5-methyl-2H-tetrazol-2-yl)-3-triphenylmethoxypropane 5h and 500 mg (2.6 mM) of p-toluene sulfonic acid monohydrate in 200 ml of methanol-tetrahydrofurane (1:1) mixture is converted to 3.17 g (49% from the compound 4h) of the title compound Vh1 by the same procedure as described in (81). The reactants are C1NCCC2=CC(=CC=C12)C(=O)[C@H]1C(CCC[C@@H]1C)(C)C ((1,2,3,4-tetrahydroisoquinolin-6-yl)((1R,6S)-2,2,6-trimethylcyclohexyl)methanone), C[Li] (methyl lithium). Solvent: O1CCCC1 (tetrahydrofuran). Run at temperature -78 celsius, time 1 hour. Product: C1NCCC2=CC(=CC=C12)[C@](C)(O)[C@H]1C(CCC[C@@H]1C)(C)C ((R)-1-(1,2,3,4-tetrahydroisoquinolin-6-yl)-1-((1R,6S)-2,2,6-trimethylcyclohexyl)ethanol). Yield: 30.2%. As a reaction SMILES: [CH2:1]1[C:10]2[C:5](=[CH:6][C:7]([C:11]([C@@H:13]3[C@@H:18]([CH3:19])[CH2:17][CH2:16][CH2:15][C:14]3([CH3:21])[CH3:20])=[O:12])=[CH:8][CH:9]=2)[CH2:4][CH2:3][NH:2]1.[CH3:22][Li]>O1CCCC1>[CH2:1]1[C:10]2[C:5](=[CH:6][C:7]([C@@:11]([C@@H:13]3[C@@H:18]([CH3:19])[CH2:17][CH2:16][CH2:15][C:14]3([CH3:20])[CH3:21])([OH:12])[CH3:22])=[CH:8][CH:9]=2)[CH2:4][CH2:3][NH:2]1. Procedure: To a stirred solution of the product of Example 13b (95 mg, 0.33 mmol) in anhydrous tetrahydrofuran (6 mL) under argon at −78° C. was added methyl lithium (1.6 M in diethyl ether) (1.04 mL, 1.66 mmol). The reaction was stirred at −78° C. for 1 hour, after which the reaction was allowed to warm gradually to room temperature and stirring was continued overnight. The reaction was quenched with saturated aqueous ammonium chloride (25 mL) and the organics were extracted with ethyl acetate (25 mL×3). ... Reagents/catalysts: [Ni] (Raney Nickel). Starting materials: BrC1=C(C(=C(C=C1)O)[N+](=O)[O-])OC1=CC=CC=C1 (4-bromo-2-nitro-3-phenoxyphenol), C(C)O (ethanol). RXN SMILES: [Br:1][C:2]1[CH:7]=[CH:6][C:5]([OH:8])=[C:4]([N+:9]([O-])=O)[C:3]=1[O:12][C:13]1[CH:18]=[CH:17][CH:16]=[CH:15][CH:14]=1.C(O)C>[Ni].O>[NH2:9][C:4]1[C:3]([O:12][C:13]2[CH:18]=[CH:17][CH:16]=[CH:15][CH:14]=2)=[C:2]([Br:1])[CH:7]=[CH:6][C:5]=1[OH:8]. Reported procedure: A solution of 4-bromo-2-nitro-3-phenoxyphenol (0.468 g, 1.51 mmol) in ethanol (11.2 mL, 192 mmol) was degassed with nitrogen and treated with a slurry of Raney Nickel 2800 in water (0.468 ml). The reaction mixture was degassed again with nitrogen and hydrogenated with a balloon of hydrogen for 30 min. The reaction suspension was diluted with dichloromethane and methanol and filtered through a pad of Celite. The pad of Celite was washed with ethyl acetate and dichloromethane and the filtrate was ... Product: NC1=C(C=CC(=C1OC1=CC=CC=C1)Br)O (2-Amino-4-bromo-3-phenoxyphenol). Yield: 81.8%. Run in O (water). Run in C(C)O (ethanol). The reagents and catalysts are Cl (HCl). Product: N([C@@H](CC1=CC=CC=C1)C(=O)OCC)C(=O)C (N-Ac-Phe-OEt). The reactants are N([C@@H](CC1=CC=CC=C1)C(=O)O)C(=O)C (N-Ac-L-Phe), N([C@@H](CC1=CC=CC=C1)C(=O)O)C(=O)C.C(C=C)(=O)O (N-Ac-L-Phe acrylic acid). As a reaction SMILES: [NH:1]([C:13]([CH3:15])=[O:14])[C@H:2]([C:10]([OH:12])=[O:11])[CH2:3][C:4]1[CH:9]=[CH:8][CH:7]=[CH:6][CH:5]=1.[C:16](O)(=O)[CH:17]=C.N(C(C)=O)[C@H](C(O)=O)CC1C=CC=CC=1>C(O)C.Cl>[NH:1]([C:13]([CH3:15])=[O:14])[C@H:2]([C:10]([O:12][CH2:16][CH3:17])=[O:11])[CH2:3][C:4]1[CH:9]=[CH:8][CH:7]=[CH:6][CH:5]=1 |f:0.1|. Procedure details: The synthesis of N-Ac-L-Phe-acrylic acid is shown below in Scheme B. To a solution of N-Ac-L-Phe (5.0 g, 24.1 mmol) in 120 ml of ethanol was added a few drops of concentrated HCl. The reaction mixture was refluxed overnight, then concentrated under reduced pressure. The residual solid was dissolved in ethyl acetate, washed twice with dilute NaHCO3, then once with water. The organic phase was dried over MgSO4, concentrated under reduced pressure, and dried under vacuum, to give N-Ac-Phe-OEt (7) a... The reactants are Oc1ccc(C#CCBr)cc1, Br, ClCCl, c1ccc(P(c2ccccc2)c2ccccc2)cc1. Yields the product Clc1ccc(C#CCBr)cc1. As a reaction SMILES: [Br:1][CH2:2][C:3]#[C:4][c:5]1[cH:6][cH:7][c:8]([OH:11])[cH:9][cH:10]1.[Br:31].[Cl:32][CH2:33][Cl:34].[c:12]1([P:13]([c:14]2[cH:15][cH:16][cH:17][cH:18][cH:19]2)[c:20]2[cH:21][cH:22][cH:23][cH:24][cH:25]2)[cH:26][cH:27][cH:28][cH:29][cH:30]1>>[Br:1][CH2:2][C:3]#[C:4][c:5]1[cH:6][cH:7][c:8]([Cl:32])[cH:9][cH:10]1. Starting materials: Brc1csc(Br)c1Br, CC(=O)O, Cl, O. Product: ClCc1sc(Br)c(Br)c1Br. RXN SMILES: [Br:2][c:3]1[cH:4][s:5][c:6]([Br:9])[c:7]1[Br:8].[CH3:10][C:11](=[O:12])[OH:13].[ClH:1].[OH2:14]>>[Cl:1][CH2:10][c:4]1[c:3]([Br:2])[c:7]([Br:8])[c:6]([Br:9])[s:5]1.